Dataset: the Open Reaction Database (ORD), a public repository of structured organic reaction records. Task: describe an organic reaction: reactants, conditions, products, and yield Reactants: BrCc1ccccc1, O=C([O-])[O-], CCOC(C)=O, [Cs+], [Cs+], CN(C)C=O, O=C1CCc2ccc(O)cc21. The product is O=C1CCc2ccc(OCc3ccccc3)cc21. RXN SMILES: [Br:12][CH2:13][c:14]1[cH:15][cH:16][cH:17][cH:18][cH:19]1.[C:20](=[O:21])([O-:22])[O-:23].[CH3:31][CH2:32][O:33][C:34]([CH3:35])=[O:36].[Cs+:24].[Cs+:25].[O:26]=[CH:27][N:28]([CH3:29])[CH3:30].[OH:1][c:2]1[cH:3][cH:4][c:5]2[c:9]([cH:10]1)[C:8](=[O:11])[CH2:7][CH2:6]2>>[O:1]([c:2]1[cH:3][cH:4][c:5]2[c:9]([cH:10]1)[C:8](=[O:11])[CH2:7][CH2:6]2)[CH2:13][c:14]1[cH:15][cH:16][cH:17][cH:18][cH:19]1.